This data is from the Open Reaction Database (ORD), a public repository of structured organic reaction records. The task is: describe an organic reaction: reactants, conditions, products, and yield The reactants are CCO, O=C(CCl)N1CCC1, [K+], N#C[S-]. The product is N#CSCC(=O)N1CCC1. RXN SMILES: [CH3:13][CH2:14][OH:15].[Cl:1][CH2:2][C:3](=[O:4])[N:5]1[CH2:6][CH2:7][CH2:8]1.[K+:9].[S-:10][C:11]#[N:12]>>[CH2:2]([C:3](=[O:4])[N:5]1[CH2:6][CH2:7][CH2:8]1)[S:10][C:11]#[N:12]. Reactants: FC=1C=C(C=C(C1)[N+](=O)[O-])SC1CCN(CC1)C (4-(3-Fluoro-5-nitro-phenylsulfanyl)-1-methyl-piperidine), Cl (hydrochloric acid). The reagents and catalysts are [Fe] (iron). Run in CO (methanol). Conditions: time 20 hour. Product: FC=1C=C(C=C(C1)SC1CCN(CC1)C)N (3-Fluoro-5-(1-methyl-piperidin-4-ylsulfanyl)-phenylamine). Isolated yield 39.8%. As a reaction SMILES: [F:1][C:2]1[CH:3]=[C:4]([S:11][CH:12]2[CH2:17][CH2:16][N:15]([CH3:18])[CH2:14][CH2:13]2)[CH:5]=[C:6]([N+:8]([O-])=O)[CH:7]=1.Cl>[Fe].CO>[F:1][C:2]1[CH:7]=[C:6]([NH2:8])[CH:5]=[C:4]([S:11][CH:12]2[CH2:13][CH2:14][N:15]([CH3:18])[CH2:16][CH2:17]2)[CH:3]=1. Reported procedure: Combine 4-(3-Fluoro-5-nitro-phenylsulfanyl)-1-methyl-piperidine (preparation 75, 0.31 g, 1.15 mmol), iron dust (0.21 g, 3.79 mmol), methanol (10 mL) and aqueous 1M hydrochloric acid (0.35 mL, 0.35 mmol), stir and heat at reflux. After 20 h, cool to ambient temperature and concentrate. Partition residue between ethyl acetate (50 mL) and 1M sodium hydroxide (20 mL). Separate the organic layer, dry over sodium sulfate, filter and concentrate. Purify residue by silica gel flash chromatography elutin... Reactants: N1=CC=CC=C1 (pyridine), C1=2C(=O)OC(NC1=CC=CC2)=O (isatoic anhydride), C1(=CC=CC=C1)P(C1=CC=CC=C1)C1=CC=CC=C1 (triphenylphosphine), N(=NC(=O)OC(C)C)C(=O)OC(C)C (diisopropyl azodicarboxylate). Run in C1CCOC1 (THF), C1CCOC1 (THF). Conditions: time 2 hour. Yields the product N1=CC=C(C=C1)CN1C(OC(C2=C1C=CC=C2)=O)=O (1-Pyridin-4-ylmethyl-1H-benzo[d][1,3]oxazine-2,4-dione). As a reaction SMILES: [C:1]12[C:7](=[CH:8][CH:9]=[CH:10][CH:11]=1)[NH:6][C:5](=[O:12])[O:4][C:2]2=[O:3].C1(P(C2C=CC=CC=2)C2C=CC=CC=2)C=CC=CC=1.N(C(O[CH:43]([CH3:45])[CH3:44])=O)=NC(OC(C)C)=O.[N:46]1[CH:51]=CC=[CH:48][CH:47]=1>C1COCC1>[N:46]1[CH:51]=[CH:45][C:43]([CH2:44][N:6]2[C:7]3[CH:8]=[CH:9][CH:10]=[CH:11][C:1]=3[C:2](=[O:3])[O:4][C:5]2=[O:12])=[CH:48][CH:47]=1. Procedure details: To a stirred mixture of isatoic anhydride (72.60 g/445.0 mmol) and triphenylphosphine (116.74 g/445.1 mmol) in THF (1 L) at 0° C. was added diisopropyl azodicarboxylate drop-wise over ca. 50 min. The resulting pale yellow reaction mixture was stirred for 10 min. before drop-wise addition of a solution of 4-hydroxmethyl pyridine (48.57 g, 445.1 mmol) in THF (250 ml). The reaction mixture was stirred at room temperature for 2 hours. The resulting red solution was filtrated through a pad of silica ... Starting materials: C(CC)N(CCC)CCC (Tripropylamine), C(C1=CC=CC=C1)O (Benzyl alcohol), C(C)(C)(C)OC(=O)C1N(CC=CCC1C(=O)O)S(=O)(=O)C1=CC=C(C=C1)OC (1-(4-Methoxy-benzenesulfonyl)-2,3,4,7-tetrahydro-1H-azepine-2,3-dicarboxylic acid 2-tert-butyl ester), C1(=CC=CC=C1)P(=O)(C1=CC=CC=C1)N=[N+]=[N-] (Diphenyl phosphoryl azide). The solvent is O1CCOCC1 (Dioxane), C(C)OC(C)=O (Ethylacetate). Reaction conditions: time 15 minute. Product: C(C1=CC=CC=C1)OC(=O)NC1C(N(CC=CC1)S(=O)(=O)C1=CC=C(C=C1)OC)C(=O)O (3-Benzyloxycarbonylamino-1-(4-methoxy-benzenesulfonyl)-2,3,4,7-tetrahydro-1H-azepine-2-carboxylic acid). As a reaction SMILES: C([O:5][C:6]([CH:8]1[CH:14](C(O)=O)[CH2:13][CH:12]=[CH:11][CH2:10][N:9]1[S:18]([C:21]1[CH:26]=[CH:25][C:24]([O:27][CH3:28])=[CH:23][CH:22]=1)(=[O:20])=[O:19])=[O:7])(C)(C)C.C([N:32]([CH2:36]CC)CCC)CC.C1(P(N=[N+]=[N-])(C2C=CC=CC=2)=[O:46])C=CC=CC=1.[CH2:56]([OH:63])[C:57]1[CH:62]=[CH:61][CH:60]=[CH:59][CH:58]=1>O1CCOCC1.C(OC(=O)C)C>[CH2:56]([O:63][C:36]([NH:32][CH:14]1[CH2:13][CH:12]=[CH:11][CH2:10][N:9]([S:18]([C:21]2[CH:22]=[CH:23][C:24]([O:27][CH3:28])=[CH:25][CH:26]=2)(=[O:20])=[O:19])[CH:8]1[C:6]([OH:5])=[O:7])=[O:46])[C:57]1[CH:62]=[CH:61][CH:60]=[CH:59][CH:58]=1. Procedure details: The reaction is performed under an Argon atmosphere. 1-(4-Methoxy-benzenesulfonyl)-2,3,4,7-tetrahydro-1H-azepine-2,3-dicarboxylic acid 2-tert-butyl ester (300 mg, 0.73 mmol) is dissolved in 4 ml Dioxane (dry). Tripropylamine (TPA) (98 μl, 0.73 mmol) is added and the reaction is stirred for 15 minutes at RT. Diphenyl phosphoryl azide (157 μl, 0.73 mmol) is added and the reaction is gradually heated to 60° C. for 3 h. The reaction is then allowed to cool to room temperature. Benzyl alcohol (235 μl... The reactants are CO, COC(=O)c1cc(C(=O)O)cc([N+](=O)[O-])c1. As a reaction SMILES: [CH3:17][OH:18].[CH3:1][O:2][C:3](=[O:4])[c:5]1[cH:6][c:7]([C:8](=[O:9])[OH:10])[cH:11][c:12]([N+:14]([O-:15])=[O:16])[cH:13]1>>[CH3:1][O:2][C:3](=[O:4])[c:5]1[cH:6][c:7]([C:8](=[O:9])[OH:10])[cH:11][c:12]([NH2:14])[cH:13]1. The product is COC(=O)c1cc(N)cc(C(=O)O)c1.